This data is from the Open Reaction Database (ORD), a public repository of structured organic reaction records. The task is: describe an organic reaction: reactants, conditions, products, and yield The reactants are C=CCOC(=O)C1=C(SC)C(C)C2C(C(C)O[Si](C)(C)C(C)(C)C)C(=O)N12, CCCC[N+](CCCC)(CCCC)CCCC, CC(=O)O, CCOC(C)=O, [F-], C1CCOC1. The product is C=CCOC(=O)C1=C(SC)C(C)C2C(C(C)O)C(=O)N12. Reaction SMILES: [C:1]([Si:2]([CH3:3])([CH3:4])[O:6][CH:7]([CH3:8])[CH:9]1[CH:10]2[CH:11]([CH3:25])[C:12]([S:23][CH3:24])=[C:13]([C:17](=[O:18])[O:19][CH2:20][CH:21]=[CH2:22])[N:14]2[C:15]1=[O:16])([CH3:5])([CH3:26])[CH3:27].[CH3:29][CH2:30][CH2:31][CH2:32][N+:33]([CH2:34][CH2:35][CH2:36][CH3:37])([CH2:38][CH2:39][CH2:40][CH3:41])[CH2:42][CH2:43][CH2:44][CH3:45].[CH3:46][C:47](=[O:48])[OH:49].[CH3:55][CH2:56][O:57][C:58](=[O:59])[CH3:60].[F-:28].[O:50]1[CH2:51][CH2:52][CH2:53][CH2:54]1>>[OH:6][CH:7]([CH3:8])[CH:9]1[CH:10]2[CH:11]([CH3:25])[C:12]([S:23][CH3:24])=[C:13]([C:17](=[O:18])[O:19][CH2:20][CH:21]=[CH2:22])[N:14]2[C:15]1=[O:16]. Reactants: BrC=1C=C2CCNC(C2=CC1)C (6-Bromo-1-methyl-1,2,3,4-tetrahydro-isoquinoline), C[Sn](C1=NC=CC=C1)(C)C (2-trimethylstannyl-pyridine). Yields the product CC1NCCC2=CC(=CC=C12)C1=NC=CC=C1 (1-Methyl-6-pyridin-2-yl-1,2,3,4-tetrahydro-isoquinoline). As a reaction SMILES: Br[C:2]1[CH:3]=[C:4]2[C:9](=[CH:10][CH:11]=1)[CH:8]([CH3:12])[NH:7][CH2:6][CH2:5]2.C[Sn](C)(C)[C:15]1[CH:20]=[CH:19][CH:18]=[CH:17][N:16]=1>>[CH3:12][CH:8]1[C:9]2[C:4](=[CH:3][C:2]([C:15]3[CH:20]=[CH:19][CH:18]=[CH:17][N:16]=3)=[CH:11][CH:10]=2)[CH2:5][CH2:6][NH:7]1. Reported procedure: In close analogy to the procedure described above, 6-Bromo-1-methyl-1,2,3,4-tetrahydro-isoquinoline is reacted with 2-trimethylstannyl-pyridine to provide the title compound. Reaction SMILES: [C:1]([c:2]1[cH:3][cH:4][cH:5][cH:6][cH:7]1)(=[O:8])[Cl:9].[CH3:26][O:27][C:28]([CH2:29][CH2:30][CH2:31][CH2:32][CH2:33][CH2:34][CH:35]1[C:36](=[O:55])[CH2:37][CH2:38][CH:39]1[CH:40]=[CH:41][Sn:42]([CH2:43][CH2:44][CH2:45][CH3:46])([CH2:47][CH2:48][CH2:49][CH3:50])[CH2:51][CH2:52][CH2:53][CH3:54])=[O:56].[O:100]=[C:101]([CH:102]=[CH:103][c:104]1[cH:105][cH:106][cH:107][cH:108][cH:109]1)[CH:110]=[CH:111][c:112]1[cH:113][cH:114][cH:115][cH:116][cH:117]1.[O:57]1[CH2:58][CH2:59][CH2:60][CH2:61]1.[O:64]=[C:65]([CH:66]=[CH:67][c:68]1[cH:69][cH:70][cH:71][cH:72][cH:73]1)[CH:74]=[CH:75][c:76]1[cH:77][cH:78][cH:79][cH:80][cH:81]1.[O:82]=[C:83]([CH:84]=[CH:85][c:86]1[cH:87][cH:88][cH:89][cH:90][cH:91]1)[CH:92]=[CH:93][c:94]1[cH:95][cH:96][cH:97][cH:98][cH:99]1.[Pd:62].[Pd:63].[o:10]1[cH:11][cH:12][cH:13][c:14]1[P:15]([c:16]1[o:17][cH:18][cH:19][cH:20]1)[c:21]1[o:22][cH:23][cH:24][cH:25]1>>[C:1]([c:2]1[cH:3][cH:4][cH:5][cH:6][cH:7]1)(=[O:8])[CH:41]=[CH:40][CH:39]1[CH:35]([CH2:34][CH2:33][CH2:32][CH2:31][CH2:30][CH2:29][C:28]([O:27][CH3:26])=[O:56])[C:36](=[O:55])[CH2:37][CH2:38]1. Product: COC(=O)CCCCCCC1C(=O)CCC1C=CC(=O)c1ccccc1. The reactants are O=C(Cl)c1ccccc1, CCCC[Sn](C=CC1CCC(=O)C1CCCCCCC(=O)OC)(CCCC)CCCC, O=C(C=Cc1ccccc1)C=Cc1ccccc1, C1CCOC1, O=C(C=Cc1ccccc1)C=Cc1ccccc1, O=C(C=Cc1ccccc1)C=Cc1ccccc1, [Pd], [Pd], c1coc(P(c2ccco2)c2ccco2)c1. Starting materials: CC(=O)N1CCc2cc(F)c([N+](=O)[O-])cc21, CO, Cl, C1COCCO1, C1CCOC1. Yields the product O=[N+]([O-])c1cc2c(cc1F)CCN2. RXN SMILES: [C:1](=[O:2])([CH3:3])[N:4]1[CH2:5][CH2:6][c:7]2[cH:8][c:9]([F:16])[c:10]([N+:13](=[O:14])[O-:15])[cH:11][c:12]21.[CH3:29][OH:30].[ClH:17].[O:18]1[CH2:19][CH2:20][O:21][CH2:22][CH2:23]1.[O:24]1[CH2:25][CH2:26][CH2:27][CH2:28]1>>[NH:4]1[CH2:5][CH2:6][c:7]2[cH:8][c:9]([F:16])[c:10]([N+:13](=[O:14])[O-:15])[cH:11][c:12]21. The reactants are C1CCOC1, CO, COC(=O)c1sc2ncn(CC(=O)Nc3cc(C(F)(F)F)cc(C(F)(F)F)c3)c(=O)c2c1C, [Li+], [OH-], O, O. Product: Cc1c(C(=O)O)sc2ncn(CC(=O)Nc3cc(C(F)(F)F)cc(C(F)(F)F)c3)c(=O)c12. RXN SMILES: [CH2:38]1[O:39][CH2:40][CH2:41][CH2:42]1.[CH3:43][OH:44].[F:1][C:2]([c:3]1[cH:4][c:5]([NH:13][C:14]([CH2:15][n:16]2[cH:17][n:18][c:19]3[c:20]([c:21]2=[O:22])[c:23]([CH3:30])[c:24]([C:26](=[O:27])[O:28][CH3:29])[s:25]3)=[O:31])[cH:6][c:7]([C:9]([F:10])([F:11])[F:12])[cH:8]1)([F:32])[F:33].[Li+:37].[OH-:36].[OH2:34].[OH2:35]>>[F:1][C:2]([c:3]1[cH:4][c:5]([NH:13][C:14]([CH2:15][n:16]2[cH:17][n:18][c:19]3[c:20]([c:21]2=[O:22])[c:23]([CH3:30])[c:24]([C:26](=[O:27])[OH:28])[s:25]3)=[O:31])[cH:6][c:7]([C:9]([F:10])([F:11])[F:12])[cH:8]1)([F:32])[F:33]. Starting materials: CCOC(=O)C(=O)OCC, CCOC(=O)CCC(CC)CC, CCO, [Na]. Yields the product CCOC(=O)C(=O)CCC(CC)CC. As a reaction SMILES: [C:14]([C:15]([O:17][CH2:16][CH3:18])=[O:19])(=[O:20])[O:21][CH2:22][CH3:23].[CH2:2]([CH3:3])[CH:4]([CH2:5][CH2:6][C:7]([O:8][CH2:9][CH3:10])=[O:11])[CH2:12][CH3:13].[CH3:24][CH2:25][OH:26].[Na:1]>>[CH2:2]([CH3:3])[CH:4]([CH2:5][CH2:6][C:15]([C:14](=[O:20])[O:21][CH2:22][CH3:23])=[O:17])[CH2:12][CH3:13]. The reactants are C(CCCCC)N1C(C2C(C2C1=O)(CCC)C1=CC(=CC=C1)[N+](=O)[O-])=O (3-hexyl-6-(3-nitrophenyl)-6-propyl-3-azabicyclo[3.1.0]hexane-2,4-dione), O1CCCC1.B (borane tetrahydrofuran), CO (methanol). Solvent: O1CCCC1 (tetrahydrofuran). Product: C(CCCCC)N1CC2C(C2C1)(CCC)C1=CC(=CC=C1)[N+](=O)[O-] (3-Hexyl-6-(3-nitrophenyl)-6-propyl-3-azabicyclo[3.1.0]hexane). Yield: 77.6%. As a reaction SMILES: [CH2:1]([N:7]1[C:12](=O)[CH:11]2[CH:9]([C:10]2([C:17]2[CH:22]=[CH:21][CH:20]=[C:19]([N+:23]([O-:25])=[O:24])[CH:18]=2)[CH2:14][CH2:15][CH3:16])[C:8]1=O)[CH2:2][CH2:3][CH2:4][CH2:5][CH3:6].O1CCCC1.B.CO>O1CCCC1>[CH2:1]([N:7]1[CH2:12][CH:11]2[CH:9]([C:10]2([C:17]2[CH:22]=[CH:21][CH:20]=[C:19]([N+:23]([O-:25])=[O:24])[CH:18]=2)[CH2:14][CH2:15][CH3:16])[CH2:8]1)[CH2:2][CH2:3][CH2:4][CH2:5][CH3:6] |f:1.2|. Procedure details: To a stirred solution of 3-hexyl-6-(3-nitrophenyl)-6-propyl-3-azabicyclo[3.1.0]hexane-2,4-dione (Preparation 64, 0.28 g, 0.78 mmol) in tetrahydrofuran (3 ml), under nitrogen, was added borane tetrahydrofuran complex (1M in tetrahydrofuran, 1.7 ml, 1.7 mmol) and the reaction mixture was heated under reflux for 2 h. The reaction mixture was cooled to room temperature, methanol (1.5 ml) was added and then the reaction mixture was heated under reflux for 16 h. The reaction mixture was concentrated i... Reactants: CN(C(=O)C1CCCO1)C(C#N)c1csc(NC(=O)NCc2cccc(F)c2)n1, CO. Product: CN(C(=O)C1CCCO1)C(CN)c1csc(NC(=O)NCc2cccc(F)c2)n1. Reaction SMILES: [C:1](#[N:2])[CH:3]([c:4]1[n:5][c:6]([NH:9][C:10](=[O:11])[NH:12][CH2:13][c:14]2[cH:15][c:16]([F:20])[cH:17][cH:18][cH:19]2)[s:7][cH:8]1)[N:21]([C:22](=[O:23])[CH:24]1[O:25][CH2:26][CH2:27][CH2:28]1)[CH3:29].[CH3:30][OH:31]>>[CH2:1]([NH2:2])[CH:3]([c:4]1[n:5][c:6]([NH:9][C:10](=[O:11])[NH:12][CH2:13][c:14]2[cH:15][c:16]([F:20])[cH:17][cH:18][cH:19]2)[s:7][cH:8]1)[N:21]([C:22](=[O:23])[CH:24]1[O:25][CH2:26][CH2:27][CH2:28]1)[CH3:29]. Starting materials: ClC1=CC=C2C(=CC(=NC2=C1)N)N1CCNCC1 (7-chloro-4-(1-piperazinyl)-2-quinolinamine), CC1=CC=C(C=C1)N=C=O (4-methylphenyl isocyanate), C(C)(C)N(CC)C(C)C (diisopropylethyl amine). The product is NC1=NC2=CC(=CC=C2C(=C1)N1CCN(CC1)C(=O)NC1=CC=C(C=C1)C)Cl (4-(2-Amino-7-chloro-4-quinolinyl)-N-(4-methylphenyl)-1-piperazinecarboxamide). As a reaction SMILES: [Cl:1][C:2]1[CH:11]=[C:10]2[C:5]([C:6]([N:13]3[CH2:18][CH2:17][NH:16][CH2:15][CH2:14]3)=[CH:7][C:8]([NH2:12])=[N:9]2)=[CH:4][CH:3]=1.[CH3:19][C:20]1[CH:25]=[CH:24][C:23]([N:26]=[C:27]=[O:28])=[CH:22][CH:21]=1.C(N(C(C)C)CC)(C)C>>[NH2:12][C:8]1[CH:7]=[C:6]([N:13]2[CH2:18][CH2:17][N:16]([C:27]([NH:26][C:23]3[CH:24]=[CH:25][C:20]([CH3:19])=[CH:21][CH:22]=3)=[O:28])[CH2:15][CH2:14]2)[C:5]2[C:10](=[CH:11][C:2]([Cl:1])=[CH:3][CH:4]=2)[N:9]=1. Reported procedure: As described for example 159, 7-chloro-4-(1-piperazinyl)-2-quinolinamine, 4-methylphenyl isocyanate, and diisopropylethyl amine, are reacted to give the product as a white solid. LC-MS: 395 (M++1). 1H NMR (DMSO-d6) δ 2.25 (s, 3H), 3.0–3.1 (m, 4H), 3.64–3.75 (m, 4H), 6.3 (s, 1H), 6.5 (s, 2H), 7.0–7.1 (d, 2H), 7.1–7.2 (m, 1H), 7.3–7.45 (m, 3H), 7.75–7.85 (d, 1H), 8.5–8.6 (s, 1H).